This data is from the Open Reaction Database (ORD), a public repository of structured organic reaction records. The task is: describe an organic reaction: reactants, conditions, products, and yield Starting materials: N[C@H]1C(N(CCCC1)CC1=CC(=CC=C1)O)=O ((3R)-3-amino-1-(3-hydroxybenzyl)azepan-2-one), O=C1NC2=CC=CC=C2CN1C1CCN(CC1)C(=O)Cl (4-(2-oxo-1,4-dihydroquinazolin-3(2H)-yl)piperidine-1-carbonyl chloride). The product is OC=1C=C(CN2C([C@@H](CCCC2)NC(=O)N2CCC(CC2)N2C(NC3=CC=CC=C3C2)=O)=O)C=CC1 (N-[(3R)-1-(3-Hydroxybenzyl)-2-oxoazepan-3-yl]-4-(2-oxo-1,4-dihydroquinazolin-3(2H)-yl)piperidine-1-carboxamide). RXN SMILES: [NH2:1][C@@H:2]1[CH2:8][CH2:7][CH2:6][CH2:5][N:4]([CH2:9][C:10]2[CH:15]=[CH:14][CH:13]=[C:12]([OH:16])[CH:11]=2)[C:3]1=[O:17].[O:18]=[C:19]1[N:28]([CH:29]2[CH2:34][CH2:33][N:32]([C:35](Cl)=[O:36])[CH2:31][CH2:30]2)[CH2:27][C:26]2[C:21](=[CH:22][CH:23]=[CH:24][CH:25]=2)[NH:20]1>>[OH:16][C:12]1[CH:11]=[C:10]([CH:15]=[CH:14][CH:13]=1)[CH2:9][N:4]1[CH2:5][CH2:6][CH2:7][CH2:8][C@@H:2]([NH:1][C:35]([N:32]2[CH2:33][CH2:34][CH:29]([N:28]3[CH2:27][C:26]4[C:21](=[CH:22][CH:23]=[CH:24][CH:25]=4)[NH:20][C:19]3=[O:18])[CH2:30][CH2:31]2)=[O:36])[C:3]1=[O:17]. Procedure: The title compound was prepared with (3R)-3-amino-1-(3-hydroxybenzyl)azepan-2-one and 4-(2-oxo-1,4-dihydroquinazolin-3(2H)-yl)piperidine-1-carbonyl chloride using a similar procedure to Example 16. MS 492.2599 (M+1). Reaction SMILES: [OH:1][NH:2][C:3](=[O:9])[CH2:4][CH2:5][C:6](N)=[O:7].CN1CCOCC1.Cl.CN(C)CCCN=C=NCC.[CH3:29][C:30]1([CH2:35][CH2:36][C:37](O)=[O:38])[O:34][CH2:33][CH2:32][O:31]1>ClCCl>[CH3:29][C:30]1([CH2:35][CH2:36][C:37]([O:1][N:2]2[C:6](=[O:7])[CH2:5][CH2:4][C:3]2=[O:9])=[O:38])[O:34][CH2:33][CH2:32][O:31]1 |f:2.3|. Yield: 68.5%. Run in ClCCl (dichloromethane), ClCCl (dichloromethane). The product is CC1(OCCO1)CCC(=O)ON1C(CCC1=O)=O (1-{[3-(2-methyl-1,3-dioxolan-2-yl)propanoyl]oxy}pyrrolidine-2,5-dione). The reactants are CC1(OCCO1)CCC(=O)O (3-(2-methyl-1,3-dioxolan-2-yl)propanoic acid), ONC(CCC(=O)N)=O (N-Hydroxysuccinamide), CN1CCOCC1 (4-methylmorpholine), Cl.CN(CCCN=C=NCC)C (1-(3-dimethylaminopropyl)-3-ethylcarbodiimide hydrochloride). Conditions: time 8 hour. Reported procedure: N-Hydroxysuccinamide (0.80 g, 6.9 mmol) followed by 4-methylmorpholine (0.70 g, 6.9 mmol) and 1-(3-dimethylaminopropyl)-3-ethylcarbodiimide hydrochloride (EDCI) (1.32 g, 6.9 mmol) were added to a 0° C. solution of 3-(2-methyl-1,3-dioxolan-2-yl)propanoic acid (1.00 g, 6.24 mmol) in dichloromethane (12 mL). The solution was allowed to warm to room temperature and was stirred overnight. The reaction mixture was diluted with dichloromethane (10 mL), transferred to a separatory funnel, and washed wit... Starting materials: aqueous solution, [OH-].[Na+] (sodium hydroxide), FC=1C=C2C(C(=CN(C2=C(C1F)OC)NCC=O)C(=O)OCC)=O (ethyl 6,7-difluoro-1-(N-formylmethylamino)-8-methoxy-1,4-dihydro-4-oxoquinoline-3-carboxylate), XVII, C(C)(=O)O (acetic acid). Run in C(C)O (ethanol). Reaction conditions: time 2 hour. Product: FC=1C=C2C(C(=CN(C2=C(C1F)OC)NC)C(=O)O)=O (6,7-difluoro-8-methoxy-1-(methylamino)-1,4-dihydro-4-oxoquinoline-3-carboxylic acid). Isolated yield 82.1%. As a reaction SMILES: [OH-].[Na+].[F:3][C:4]1[CH:5]=[C:6]2[C:11](=[C:12]([O:15][CH3:16])[C:13]=1[F:14])[N:10]([NH:17][CH2:18]C=O)[CH:9]=[C:8]([C:21]([O:23]CC)=[O:22])[C:7]2=[O:26].C(O)(=O)C>C(O)C>[F:3][C:4]1[CH:5]=[C:6]2[C:11](=[C:12]([O:15][CH3:16])[C:13]=1[F:14])[N:10]([NH:17][CH3:18])[CH:9]=[C:8]([C:21]([OH:23])=[O:22])[C:7]2=[O:26] |f:0.1|. Procedure details: 4.5 ml (0.0045 mole) of a 1N aqueous solution of sodium hydroxide were added to a solution of the whole (0.0015 mole) of the ethyl 6,7-difluoro-1-(N-formylmethylamino)-8-methoxy-1,4-dihydro-4-oxoquinoline-3-carboxylate (XVII, R10 =methyl) [prepared as described in Step (D3) above] dissolved in 10 ml of ethanol, and the mixture was stirred at room temperature for 2 hours. At the end of this time, addition of acetic acid gave rise to crystals, which were collected by filtration to give 0.35 g of 6... Yields the product CC1=NN=C2N1CC(CC2)C2=CC=CC=C2 (3-Methyl-6-phenyl-5,6,7,8-tetrahydro-1,2,4-triazolo[4,3-a]pyridine). Reaction SMILES: [NH:1]([C:3]1[CH:8]=[CH:7][CH:6]=[CH:5][N:4]=1)[NH2:2].[C:9]([O-])([O-])(OCC)[CH3:10].CC1N2C([C:26]3[CH:31]=[CH:30][CH:29]=[CH:28][CH:27]=3)=CC=CC2=NN=1>>[CH3:9][C:10]1[N:4]2[CH2:5][CH:6]([C:26]3[CH:31]=[CH:30][CH:29]=[CH:28][CH:27]=3)[CH2:7][CH2:8][C:3]2=[N:1][N:2]=1. Reported procedure: A solution of 0.85 g. of the above hydrazinopyridine in 10 ml. of ethyl orthoacetate is heated at reflux for 5 hours. On cooling pale yellow plates are separated which are washed with hexane to give 0.55 g. of 3-methyl-5-phenyl-1,2,4-triazolo[4,3-a]pyridine, m.p. 182°-184° C. Reactants: N(N)C1=NC=CC=C1 (hydrazinopyridine), C(C)(OCC)([O-])[O-] (ethyl orthoacetate), CC1=NN=C2N1C(=CC=C2)C2=CC=CC=C2 (3-methyl-5-phenyl-1,2,4-triazolo[4,3-a]pyridine). Reactants: O=C([O-])[O-], COC(=O)c1ccc(OCc2ccccc2)c(Br)c1, CC=C(C)B(O)O, Cl[Pd]Cl, [Cs+], [Cs+], C1CCOC1, O. The product is CC=C(C)c1cc(C(=O)OC)ccc1OCc1ccccc1. As a reaction SMILES: [C:20](=[O:21])([O-:22])[O-:23].[CH2:1]([c:2]1[cH:3][cH:4][cH:5][cH:6][cH:7]1)[O:8][c:9]1[c:10]([Br:19])[cH:11][c:12]([C:13](=[O:14])[O:15][CH3:16])[cH:17][cH:18]1.[CH3:26][C:27](=[CH:28][CH3:29])[B:30]([OH:31])[OH:32].[Cl:39][Pd:40][Cl:41].[Cs+:24].[Cs+:25].[O:34]1[CH2:35][CH2:36][CH2:37][CH2:38]1.[OH2:33]>>[CH2:1]([c:2]1[cH:3][cH:4][cH:5][cH:6][cH:7]1)[O:8][c:9]1[c:10]([C:27]([CH3:26])=[CH:28][CH3:29])[cH:11][c:12]([C:13](=[O:14])[O:15][CH3:16])[cH:17][cH:18]1. The reactants are C1CCOC1, CC(=O)OI1(OC(C)=O)(OC(C)=O)OC(=O)c2ccccc21, [Na+], O=C([O-])O, Cc1ccc(S(=O)(=O)n2cc(CO)cn2)cc1. Yields the product Cc1ccc(S(=O)(=O)n2cc(C=O)cn2)cc1. Reaction SMILES: [CH2:40]1[O:41][CH2:42][CH2:43][CH2:44]1.[CH3:18][C:19]([O:20][I:21]1([O:31][C:32]([CH3:33])=[O:34])([O:35][C:36]([CH3:37])=[O:38])[c:22]2[c:23]([cH:24][cH:25][cH:26][cH:27]2)[C:28](=[O:29])[O:30]1)=[O:39].[Na+:49].[O-:45][C:46]([OH:47])=[O:48].[c:1]1([CH3:17])[cH:2][cH:3][c:4]([S:7](=[O:8])(=[O:9])[n:10]2[n:11][cH:12][c:13]([CH2:15][OH:16])[cH:14]2)[cH:5][cH:6]1>>[c:1]1([CH3:17])[cH:2][cH:3][c:4]([S:7](=[O:8])(=[O:9])[n:10]2[n:11][cH:12][c:13]([CH:15]=[O:16])[cH:14]2)[cH:5][cH:6]1. Reported procedure: A mixture of 10.0 g of 3,3-dimethylisothiochroman-4-one, 8.0 g of hydroxylamine hydrochloride, 18 ml of pyridine and 60 ml of ethanol is heated at reflux for 60 hours. The cooled reaction mixture is concentrated by evaporation, then toluene is added and the mixture is again concentrated by evaporation. The residue is boiled up in dichloromethane, cooled and filtered. The filtrate is concentrated by evaporation and the residue is chromatographed with silica gel (eluant: ethyl acetate/hexane 1:12)... Starting materials: CC1(SCC2=CC=CC=C2C1=O)C (3,3-dimethylisothiochroman-4-one), Cl.NO (hydroxylamine hydrochloride), N1=CC=CC=C1 (pyridine). The yield is 55.7%. Product: CC1(SCC2=CC=CC=C2C1=NO)C (3,3-dimethylisothiochroman-4-oneoxime). As a reaction SMILES: [CH3:1][C:2]1([CH3:13])[C:11](=O)[C:10]2[C:5](=[CH:6][CH:7]=[CH:8][CH:9]=2)[CH2:4][S:3]1.Cl.[NH2:15][OH:16].N1C=CC=CC=1>C(O)C>[CH3:1][C:2]1([CH3:13])[C:11](=[N:15][OH:16])[C:10]2[C:5](=[CH:6][CH:7]=[CH:8][CH:9]=2)[CH2:4][S:3]1 |f:1.2|. The solvent is C(C)O (ethanol).